From a dataset of the Open Reaction Database (ORD), a public repository of structured organic reaction records. describe an organic reaction: reactants, conditions, products, and yield Reactants: CC1=C(C=CC(=C1)C)N(S(=O)(=O)C1=CC(=C(C=C1)C1OC1)O)CC(C)C (N-(2,4-dimethylphenyl)-3-hydroxy-N-isobutyl-4-(oxiran-2-yl)benzenesulfonamide), N1CCOCC1 (morpholine). Solvent: C(C)O (ethanol). Reaction conditions: temperature 50 celsius, time 12 hour. Yields the product CC1=C(C=CC(=C1)C)N(S(=O)(=O)C1=CC(=C(C=C1)C(CO)N1CCOCC1)O)CC(C)C (N-(2,4-dimethylphenyl)-3-hydroxy-4-(2-hydroxy-1-morpholinoethyl)-N-isobutylbenzenesulfonamide). Reaction SMILES: [CH3:1][C:2]1[CH:7]=[C:6]([CH3:8])[CH:5]=[CH:4][C:3]=1[N:9]([CH2:23][CH:24]([CH3:26])[CH3:25])[S:10]([C:13]1[CH:18]=[CH:17][C:16]([CH:19]2[CH2:21][O:20]2)=[C:15]([OH:22])[CH:14]=1)(=[O:12])=[O:11].[NH:27]1[CH2:32][CH2:31][O:30][CH2:29][CH2:28]1>C(O)C>[CH3:1][C:2]1[CH:7]=[C:6]([CH3:8])[CH:5]=[CH:4][C:3]=1[N:9]([CH2:23][CH:24]([CH3:26])[CH3:25])[S:10]([C:13]1[CH:18]=[CH:17][C:16]([CH:19]([N:27]2[CH2:32][CH2:31][O:30][CH2:29][CH2:28]2)[CH2:21][OH:20])=[C:15]([OH:22])[CH:14]=1)(=[O:12])=[O:11]. Procedure details: To a stirred solution of N-(2,4-dimethylphenyl)-3-hydroxy-N-isobutyl-4-(oxiran-2-yl)benzenesulfonamide (60 mg, 0.160 mmol) in ethanol (1 mL) at 25° C. was added morpholine (30.6 mg, 0.352 mmol) and the reaction mixture stirring at 50° C. for 12 hours. The reaction mixture was then concentrated in vacuo and purified by mass directed autoprep (ammonium carbonate modifier). The relevant fractions were concentrated under a stream of nitrogen to give a single regioisomer of the desired product, 11.2 ... The reactants are COC(=O)c1ccc(N2CCOCC2)cc1OC1CCN(C(=O)OC(C)(C)C)CC1, CO, [Li+], C1CCOC1, [OH-], O, O. Product: CC(C)(C)OC(=O)N1CCC(Oc2cc(N3CCOCC3)ccc2C(=O)O)CC1. Reaction SMILES: [C:1]([CH3:2])([CH3:3])([CH3:4])[O:5][C:6](=[O:7])[N:8]1[CH2:9][CH2:10][CH:11]([O:14][c:15]2[c:16]([C:17](=[O:18])[O:19][CH3:20])[cH:21][cH:22][c:23]([N:25]3[CH2:26][CH2:27][O:28][CH2:29][CH2:30]3)[cH:24]2)[CH2:12][CH2:13]1.[CH3:35][OH:36].[Li+:33].[O:37]1[CH2:38][CH2:39][CH2:40][CH2:41]1.[OH-:32].[OH2:31].[OH2:34]>>[C:1]([CH3:2])([CH3:3])([CH3:4])[O:5][C:6](=[O:7])[N:8]1[CH2:9][CH2:10][CH:11]([O:14][c:15]2[c:16]([C:17](=[O:18])[OH:19])[cH:21][cH:22][c:23]([N:25]3[CH2:26][CH2:27][O:28][CH2:29][CH2:30]3)[cH:24]2)[CH2:12][CH2:13]1. The reactants are CC1=CC=C(C=2C=CC=NC12)C(=O)O (8-methylquinoline-5-carboxylic acid), CO (methanol), Cl (hydrochloric acid). Run at time 15 hour. Product: CC1=CC=C(C=2C=CC=NC12)C(=O)OC (Methyl 8-methylquinoline-5-carboxylate). As a reaction SMILES: [CH3:1][C:2]1[C:11]2[N:10]=[CH:9][CH:8]=[CH:7][C:6]=2[C:5]([C:12]([OH:14])=[O:13])=[CH:4][CH:3]=1.Cl.[CH3:16]O>>[CH3:1][C:2]1[C:11]2[N:10]=[CH:9][CH:8]=[CH:7][C:6]=2[C:5]([C:12]([O:14][CH3:16])=[O:13])=[CH:4][CH:3]=1. Procedure: The compound obtained in Example 87-2 (1 g) was dissolved in methanol (25 ml). The solution was stirred for 15 hours while blowing hydrochloric acid gas, and the solvent was removed by distillation. The obtained residue was dissolved in water and 1 mol/l sodium hydroxide aqueous solution was added to cause a solid substance to precipitate. The solid was collected by filtration and the filtrate was extracted with chloroform. The extract was dried over anhydrous sodium sulfate and the solvent was ... The reactants are FC1=CC=C(C=C1)[N+](=O)[O-] (1-fluoro-4-nitrobenzene), C(C1=CC=CC=C1)O (Benzyl alcohol), CCCCCC (hexane), [H-].[Na+] (NaH). Run in CS(=O)C (DMSO). Run at temperature 20 celsius, time 30 minute. Yields the product C(C1=CC=CC=C1)OC1=CC=C(C=C1)[N+](=O)[O-] (1-benzyloxy-4-nitrobenzene). Yield: 91.3%. RXN SMILES: [CH2:1]([OH:8])[C:2]1[CH:7]=[CH:6][CH:5]=[CH:4][CH:3]=1.CCCCCC.[H-].[Na+].F[C:18]1[CH:23]=[CH:22][C:21]([N+:24]([O-:26])=[O:25])=[CH:20][CH:19]=1>CS(C)=O>[CH2:1]([O:8][C:18]1[CH:23]=[CH:22][C:21]([N+:24]([O-:26])=[O:25])=[CH:20][CH:19]=1)[C:2]1[CH:7]=[CH:6][CH:5]=[CH:4][CH:3]=1 |f:2.3|. Reported procedure: Benzyl alcohol (2.22 g, 20 mmol) was added to a slurry of hexane-washed NaH (60% oil suspension, 820 mg, 20.5 mmol) in DMSO (20 mL), stirred under nitrogen at 20° C., producing strong gas evolution. After 30 minutes, 1-fluoro-4-nitrobenzene (2.826 g, 20 mmol) was added dropwise to the light grey slurry. The reaction mixture became a bright orange red and quite strongly exothermic, and a lot of gas was evolved. After 2 hours, the reaction mixture was poured onto ice-water (200 mL), and the solid ... The reactants are NC1=CC=C(C(=O)N(C2=CC=C(OC)C=C2)C2CCCC2)C=C1 (N-(4-aminobenzoyl)-N-cyclopentyl-p-anisidine), N1=CC=CC=C1 (pyridine), C=1(C(=CC=CC1)C(=O)Cl)C (o-toluoyl chloride). Run in ClCCl (dichloromethane). Reaction conditions: time 3 hour. Yields the product C1(CCCC1)N(C1=CC=C(OC)C=C1)C(C1=CC=C(C=C1)NC(C1=C(C=CC=C1)C)=O)=O (N-cyclopentyl-N-[4-(2-methylbenzoylamino)benzoyl]-p-anisidine). Isolated yield 62.4%. As a reaction SMILES: [NH2:1][C:2]1[CH:23]=[CH:22][C:5]([C:6]([N:8]([CH:17]2[CH2:21][CH2:20][CH2:19][CH2:18]2)[C:9]2[CH:16]=[CH:15][C:12]([O:13][CH3:14])=[CH:11][CH:10]=2)=[O:7])=[CH:4][CH:3]=1.N1C=CC=CC=1.[C:30]1([CH3:39])[C:31]([C:36](Cl)=[O:37])=[CH:32][CH:33]=[CH:34][CH:35]=1>ClCCl>[CH:17]1([N:8]([C:6](=[O:7])[C:5]2[CH:22]=[CH:23][C:2]([NH:1][C:36](=[O:37])[C:31]3[CH:32]=[CH:33][CH:34]=[CH:35][C:30]=3[CH3:39])=[CH:3][CH:4]=2)[C:9]2[CH:16]=[CH:15][C:12]([O:13][CH3:14])=[CH:11][CH:10]=2)[CH2:21][CH2:20][CH2:19][CH2:18]1. Reported procedure: To a solution of N-(4-aminobenzoyl)-N-cyclopentyl-p-anisidine (870 mg) and pyridine (443 mg) in dichloromethane (20 ml) was added o-toluoyl chloride (868 mg) at 0° C. Then the mixture was stirred for 3 hours at ambient temperature. The reaction mixture was concentrated and diluted with ethyl acetate and the solution was washed with water, IN-hydrochloric acid and brine. The organic layer was dried over magnesium sulfate and filtered. The filtrate was concentrated and purified by silica gel colum... The reactants are Cl[Si](C1=CC=CC=C1)(C1=CC=CC=C1)C1=CC=CC=C1 (chlorotriphenylsilane), BrC=1C=CC=2NC3=CC=C(C=C3C2C1)Br (3,6-dibromocarbazole), C(CCC)[Li] (n-butyllithium), Cl[Si](CC)(CC)CC (chlorotriethylsilane), [H-].[Na+] (NaH), [Cl-].[NH4+] (ammonium chloride), C(CCC)[Li] (butyllithium). The solvent is C1CCOC1 (THF), C1CCOC1 (THF), C1CCOC1 (THF). Run at temperature 0 celsius, time 2 hour. The product is C1(=CC=CC=C1)[Si](C=1C=CC=2NC3=CC=C(C=C3C2C1)[Si](C1=CC=CC=C1)(C1=CC=CC=C1)C1=CC=CC=C1)(C1=CC=CC=C1)C1=CC=CC=C1 (3,6-bis(triphenylsilyl)-9H-carbazole). The yield is 66.0%. As a reaction SMILES: Br[C:2]1[CH:3]=[CH:4][C:5]2[NH:6][C:7]3[C:12]([C:13]=2[CH:14]=1)=[CH:11][C:10](Br)=[CH:9][CH:8]=3.[H-].[Na+].Cl[Si:19]([CH2:24][CH3:25])([CH2:22][CH3:23])[CH2:20][CH3:21].[CH2:26]([Li])[CH2:27][CH2:28][CH3:29].Cl[Si:32]([C:45]1[CH:50]=[CH:49][CH:48]=[CH:47][CH:46]=1)([C:39]1[CH:44]=[CH:43][CH:42]=[CH:41][CH:40]=1)[C:33]1[CH:38]=[CH:37][CH:36]=[CH:35][CH:34]=1.[Cl-].[NH4+]>C1COCC1>[C:20]1([Si:19]([C:24]2[CH:25]=[CH:9][CH:8]=[CH:7][CH:12]=2)([C:22]2[CH:13]=[CH:14][CH:2]=[CH:3][CH:23]=2)[C:2]2[CH:3]=[CH:4][C:5]3[NH:6][C:7]4[C:12]([C:13]=3[CH:14]=2)=[CH:11][C:10]([Si:32]([C:45]2[CH:50]=[CH:49][CH:48]=[CH:47][CH:46]=2)([C:39]2[CH:44]=[CH:43][CH:42]=[CH:41][CH:40]=2)[C:33]2[CH:38]=[CH:37][CH:36]=[CH:35][CH:34]=2)=[CH:9][CH:8]=4)[CH:29]=[CH:28][CH:27]=[CH:26][CH:21]=1 |f:1.2,6.7|. Procedure: A solution of 3,6-dibromocarbazole (9.1 g, 1 eq) in dry THF (400 ml) at 0° C. under argon is admixed slowly with NaH (60% in mineral oil, 1.3 g, 1.2 eq) and stirred at 0° C. for 2 h. After adding a solution of chlorotriethylsilane (5.1 g, 1.2 eq) in dry THF (80 ml), the solution is stirred at RT (room temperature) for 1 h. The solution is cooled to −78° C. and admixed with n-butyllithium (1.6 M in hexane, 43.8 ml, 2.5 eq) and stirred at −78° C. for 1 h. After adding a solution of chlorotriphenyl... The reactants are NC1=C(C(=O)OC)C=CC=C1 (methyl 2-aminobenzoate), N(=O)[O-].[Na+] (NaNO2), O.O.Cl[Sn]Cl (SnCl2.2H2O). Solvent: O (H2O), Cl (HCl), Cl (HCl). Conditions: temperature 0 celsius, time 30 minute. The product is N(N)C1=C(C(=O)OC)C=CC=C1 (methyl 2-hydrazinylbenzoate). Yield: 54.5%. As a reaction SMILES: [NH2:1][C:2]1[CH:11]=[CH:10][CH:9]=[CH:8][C:3]=1[C:4]([O:6][CH3:7])=[O:5].[N:12]([O-])=O.[Na+].O.O.Cl[Sn]Cl>Cl.O>[NH:1]([C:2]1[CH:11]=[CH:10][CH:9]=[CH:8][C:3]=1[C:4]([O:6][CH3:7])=[O:5])[NH2:12] |f:1.2,3.4.5|. Reported procedure: A 100-mL round-bottom flask was a solution of methyl 2-aminobenzoate (1 g, 6.62 mmol, 1.00 equiv) in HCl (30%, 10 mL). To this solution was added a solution of NaNO2 (500 mg, 7.25 mmol, 1.02 equiv) in H2O (10 mL) dropwise at 0° C. over 5 minutes. The resulting mixture was stirred at 0° C. for 30 minutes. Then, a solution of SnCl2.2H2O (2.75 g, 12.19 mmol, 2.00 equiv) in HCl (30%) (12 mL) was added dropwise at 0° C. The resulting solution was stirred for an additional 2 hours at room temperature....